From a dataset of the Open Reaction Database (ORD), a public repository of structured organic reaction records. describe an organic reaction: reactants, conditions, products, and yield Starting materials: CCCCCCCCCCOc1ccc(Oc2cccc(C(=O)OCC)c2)cc1CCC(=O)O, CCO, [K+], [OH-], O. Product: CCCCCCCCCCOc1ccc(Oc2cccc(C(=O)O)c2)cc1CCC(=O)O. RXN SMILES: [CH2:1]([CH3:2])[O:3][C:4](=[O:5])[c:6]1[cH:7][c:8]([O:9][c:10]2[cH:11][cH:12][c:13]([O:21][CH2:22][CH2:23][CH2:24][CH2:25][CH2:26][CH2:27][CH2:28][CH2:29][CH2:30][CH3:31])[c:14]([CH2:16][CH2:17][C:18](=[O:19])[OH:20])[cH:15]2)[cH:32][cH:33][cH:34]1.[CH3:38][CH2:39][OH:40].[K+:36].[OH-:35].[OH2:37]>>[O:3]=[C:4]([OH:5])[c:6]1[cH:7][c:8]([O:9][c:10]2[cH:11][cH:12][c:13]([O:21][CH2:22][CH2:23][CH2:24][CH2:25][CH2:26][CH2:27][CH2:28][CH2:29][CH2:30][CH3:31])[c:14]([CH2:16][CH2:17][C:18](=[O:19])[OH:20])[cH:15]2)[cH:32][cH:33][cH:34]1.